This data is from the Open Reaction Database (ORD), a public repository of structured organic reaction records. The task is: describe an organic reaction: reactants, conditions, products, and yield The reactants are CCI, CN(C)C=O, CCN(C(C)C)C(C)C, O=C(Nc1ccc(C(F)(F)F)cc1)N1CC(c2ccccc2)C(c2ccc(Cl)cc2)N1. Yields the product CCN1C(c2ccc(Cl)cc2)C(c2ccccc2)CN1C(=O)Nc1ccc(C(F)(F)F)cc1. As a reaction SMILES: [CH2:41]([I:42])[CH3:43].[CH3:44][N:45]([CH3:46])[CH:47]=[O:48].[CH:32]([CH3:33])([N:34]([CH:35]([CH3:36])[CH3:37])[CH2:38][CH3:39])[CH3:40].[F:1][C:2]([c:3]1[cH:4][cH:5][c:6]([NH:9][C:10](=[O:11])[N:12]2[NH:13][CH:14]([c:23]3[cH:24][cH:25][c:26]([Cl:29])[cH:27][cH:28]3)[CH:15]([c:17]3[cH:18][cH:19][cH:20][cH:21][cH:22]3)[CH2:16]2)[cH:7][cH:8]1)([F:30])[F:31]>>[F:1][C:2]([c:3]1[cH:4][cH:5][c:6]([NH:9][C:10](=[O:11])[N:12]2[N:13]([CH2:32][CH3:33])[CH:14]([c:23]3[cH:24][cH:25][c:26]([Cl:29])[cH:27][cH:28]3)[CH:15]([c:17]3[cH:18][cH:19][cH:20][cH:21][cH:22]3)[CH2:16]2)[cH:7][cH:8]1)([F:30])[F:31]. The reactants are Cl (hydrochloric acid), C(C)OC(C(N)C=1N=C(SC1)N)=O (2-(2-aminothiazol-4-yl)glycine ethyl ester), aqueous solution, [OH-].[Na+] (sodium hydroxide), C(C)(C)(C)OC(=O)ON=C(C#N)C1=CC=CC=C1 (2-tert-butoxycarbonyloxyimino-2-phenylacetonitrile). Run in O (water), CO (methanol), C(C)N(CC)CC (triethylamine). Product: C(C)(C)(C)OC(=O)NC(C(=O)O)C=1N=C(SC1)N (N-tert-butoxycarbonyl-2-(2-aminothiazol-4-yl)glycine). The yield is 31.2%. As a reaction SMILES: C([O:3][C:4](=[O:13])[CH:5]([C:7]1[N:8]=[C:9]([NH2:12])[S:10][CH:11]=1)[NH2:6])C.[OH-].[Na+].Cl.[C:17]([O:21][C:22](ON=C(C1C=CC=CC=1)C#N)=[O:23])([CH3:20])([CH3:19])[CH3:18]>CO.C(N(CC)CC)C.O>[C:17]([O:21][C:22]([NH:6][CH:5]([C:7]1[N:8]=[C:9]([NH2:12])[S:10][CH:11]=1)[C:4]([OH:3])=[O:13])=[O:23])([CH3:20])([CH3:19])[CH3:18] |f:1.2|. Procedure: A mixture of 2-(2-aminothiazol-4-yl)glycine ethyl ester (24.2 g) and 2N aqueous solution of sodium hydroxide (7.2 g) in methanol (240 ml) was stirred at ambient temperature for an hour. After adjusting to pH 7 with conc. hydrochloric acid, water (250 ml), and then 2-tert-butoxycarbonyloxyimino-2-phenylacetonitrile (29.5 g) and triethylamine (18.2 g) were added thereto. After stirring at ambient temperature for an hour, the reaction mixture was evaporated. The resultant aqueous solution was washe... Starting materials: [Na] (sodium), COC(COC1=C2C(=C(N(C2=CC=C1)CC1=C(C=CC=C1)C1=CC=CC=C1)C)C(C(=O)N)=O)=O ([[3-(2-amino-1,2-dioxoethyl)-1-([1,1'-biphenyl]-2-ylmethyl)-2-methyl-1H-indol-4-yl]oxy]acetic acid methyl ester). Solvent: [OH-].[Na+] (NaOH), CO (MeOH). Run at time 0.5 hour. Yields the product NC(C(=O)C1=C(N(C2=CC=CC(=C12)OCC(=O)O)CC1=C(C=CC=C1)C1=CC=CC=C1)C)=O ([[3-(2-amino-1,2-dioxoethyl)-1-([1,1'-biphenyl]-2-ylmethyl)-2-methyl-1H-indol-4-yl]oxy]acetic acid). Isolated yield 36.6%. As a reaction SMILES: C[O:2][C:3](=[O:34])[CH2:4][O:5][C:6]1[CH:14]=[CH:13][CH:12]=[C:11]2[C:7]=1[C:8]([C:29](=[O:33])[C:30]([NH2:32])=[O:31])=[C:9]([CH3:28])[N:10]2[CH2:15][C:16]1[CH:21]=[CH:20][CH:19]=[CH:18][C:17]=1[C:22]1[CH:27]=[CH:26][CH:25]=[CH:24][CH:23]=1.[Na]>[OH-].[Na+].CO>[NH2:32][C:30](=[O:31])[C:29]([C:8]1[C:7]2[C:11](=[CH:12][CH:13]=[CH:14][C:6]=2[O:5][CH2:4][C:3]([OH:34])=[O:2])[N:10]([CH2:15][C:16]2[CH:21]=[CH:20][CH:19]=[CH:18][C:17]=2[C:22]2[CH:23]=[CH:24][CH:25]=[CH:26][CH:27]=2)[C:9]=1[CH3:28])=[O:33] |f:2.3,^1:34|. Reported procedure: A mixture of 648 mg (1.4 mmol) of [[3-(2-amino-1,2-dioxoethyl)-1-([1,1'-biphenyl]-2-ylmethyl)-2-methyl-1H-indol-4-yl]oxy]acetic acid methyl ester in 10 mL of 1N NaOH and 20 mL of MeOH was heated to maintain reflux for 1 hour, cooled to room temperature and stirred 0.5 hour. The mixture was concentrated, the residue stirred with a mixture of EtOAc/water and the solid material that did not dissolve was filtered and dried to give 227 mg (35% yield) of [[3-(2-amino-1,2-dioxoethyl)-1-([1,1'-biphenyl]... The reactants are C(C)OC(=O)C=CC1=CC=C(C=C1)C1C(CN(CC1)C(=O)OC(C)(C)C)O (tert-butyl (3RS,4RS)-4-[4-(2-ethoxycarbonyl-vinyl)-phenyl]-3-hydroxy-piperidine-1-carboxylate). The reagents and catalysts are [Pd] (palladium/charcoal). Run in C(C)O (ethanol). Yields the product C(C)OC(=O)CCC1=CC=C(C=C1)C1C(CN(CC1)C(=O)OC(C)(C)C)O (tert-butyl (3RS,4RS)-4-[4-(2-ethoxycarbonyl-ethyl)-phenyl]-3-hydroxy-piperidine-1-carboxylate). The yield is 132.2%. RXN SMILES: [CH2:1]([O:3][C:4]([CH:6]=[CH:7][C:8]1[CH:13]=[CH:12][C:11]([CH:14]2[CH2:19][CH2:18][N:17]([C:20]([O:22][C:23]([CH3:26])([CH3:25])[CH3:24])=[O:21])[CH2:16][CH:15]2[OH:27])=[CH:10][CH:9]=1)=[O:5])[CH3:2]>C(O)C.[Pd]>[CH2:1]([O:3][C:4]([CH2:6][CH2:7][C:8]1[CH:9]=[CH:10][C:11]([CH:14]2[CH2:19][CH2:18][N:17]([C:20]([O:22][C:23]([CH3:26])([CH3:25])[CH3:24])=[O:21])[CH2:16][CH:15]2[OH:27])=[CH:12][CH:13]=1)=[O:5])[CH3:2]. Reported procedure: A solution of 2.0 g (5.35 mmol) of tert-butyl (3RS,4RS)-4-[4-(2-ethoxycarbonyl-vinyl)-phenyl]-3-hydroxy-piperidine-1-carboxylate in 100 ml of ethanol was treated with 200 mg of palladium/charcoal (Type E101R) and hydrogenated at room temperature for 1 hour. Subsequently, the catalyst was filtered off and rinsed with ethanol. The filtrate was evaporated under reduced pressure and the light grey residue (1.97 g) was combined with those from three analogous hydrogenation batches (total 3.08 g). For... Reactants: O=C([O-])[O-], COC(=O)C=Cc1ccc2c(c1)C(=O)CC1(CCN(C(=O)OC(C)(C)C)CC1)O2, CC=O, [Na+], [Na+]. Reaction SMILES: [C:33](=[O:34])([O-:35])[O-:36].[CH3:1][O:2][C:3]([CH:4]=[CH:5][c:6]1[cH:7][c:8]2[c:13]([cH:14][cH:15]1)[O:12][C:11]1([CH2:10][C:9]2=[O:28])[CH2:16][CH2:17][N:18]([C:21]([O:22][C:23]([CH3:24])([CH3:25])[CH3:26])=[O:27])[CH2:19][CH2:20]1)=[O:29].[CH:30](=[O:31])[CH3:32].[Na+:37].[Na+:38]>>[CH3:1][O:2][C:3]([CH:4]=[CH:5][c:6]1[cH:7][c:8]2[c:13]([cH:14][cH:15]1)[O:12][C:11]1([CH2:10][C:9]2=[O:28])[CH2:16][CH2:17][N:18]([CH2:21][CH3:30])[CH2:19][CH2:20]1)=[O:29]. The product is CCN1CCC2(CC1)CC(=O)c1cc(C=CC(=O)OC)ccc1O2. Reactants: [I-].OC=1C=C(C=CC1)[C@H](C)[N+]([C@@H](C)C1=CC=CC=C1)(C)C ((S)-1-(3-hydroxyphenyl)-N,N-dimethyl-N—((S)-1-phenylethyl)ethanaminium iodide), [I-].OC=1C=C(C=CC1)[C@H](C)[N+]([C@@H](C)C1=CC=CC=C1)(C)C ((S)-1-(3-hydroxyphenyl)-N,N-dimethyl-N—((S)-1-phenylethyl)ethanaminium iodide), C([O-])([O-])=O.[K+].[K+] (potassium carbonate), 3.6, C(C)N(C(=O)Cl)C (ethyl(methyl)carbamic chloride). The reagents and catalysts are [Br-].C(CCC)[N+](CCCC)(CCCC)CCCC (tetrabutylammonium bromide). Solvent: C(C)#N (acetonitrile). Run at temperature 60 celsius. The product is [I-].C(C)N(C(=O)OC=1C=C(C=CC1)[C@H](C)[N+]([C@@H](C)C1=CC=CC=C1)(C)C)C ((S)-1-(3-(ethyl(methyl)carbamoyloxy)phenyl)-N,N-dimethyl-N—((S)-1-phenylethyl)ethanaminium iodide). As a reaction SMILES: [I-:1].[OH:2][C:3]1[CH:4]=[C:5]([C@@H:9]([N+:11]([CH3:21])([CH3:20])[C@H:12]([C:14]2[CH:19]=[CH:18][CH:17]=[CH:16][CH:15]=2)[CH3:13])[CH3:10])[CH:6]=[CH:7][CH:8]=1.C(=O)([O-])[O-].[K+].[K+].[CH2:28]([N:30]([CH3:34])[C:31](Cl)=[O:32])[CH3:29]>[Br-].C([N+](CCCC)(CCCC)CCCC)CCC.C(#N)C>[I-:1].[CH2:28]([N:30]([CH3:34])[C:31]([O:2][C:3]1[CH:4]=[C:5]([C@@H:9]([N+:11]([CH3:21])([CH3:20])[C@H:12]([C:14]2[CH:19]=[CH:18][CH:17]=[CH:16][CH:15]=2)[CH3:13])[CH3:10])[CH:6]=[CH:7][CH:8]=1)=[O:32])[CH3:29] |f:0.1,2.3.4,6.7,9.10|. Procedure details: Mix 7.9 g (0.02 mol) of(S)-1-(3-hydroxyphenyl)-N,N-dimethyl-N—((S)-1-phenylethyl)ethanaminium iodide (formula VIII) with 180 ml of acetonitrile, 4.1 g (0.03 mol) of potassium carbonate, 3.6 (0.03 mol) ethyl(methyl)carbamic chloride and 0.1 g of tetrabutylammonium bromide at room temperature, heat it to 60° C. and react it for 12 hours. After it is cooled to room temperature, filter it and reduce the pressure to recover the solvent and receive 9.5 g of red-brown liquid to be directly used in the ... The reactants are C(C)O (ethanol), CC(COC)OC(=O)C (PGMEA), CCO[Si](OCC)(OCC)OCC (TEOS), [N+](=O)(O)[O-] (nitric acid), C(CCC)O (butanol). The solvent is O (water). Reaction conditions: temperature 81 celsius. Product: C1=CC2=C(C=C1C(=O)O)C(=O)OC2=O (TMAN). As a reaction SMILES: [CH2:1](O)[CH3:2].CC([O:9][C:10](C)=[O:11])COC.CCO[Si]([O:23][CH2:24][CH3:25])(OCC)OCC.[N+]([O-])(O)=[O:27].[CH2:30]([OH:34])[CH2:31][CH2:32][CH3:33]>O>[CH:1]1[C:31]([C:30]([OH:27])=[O:34])=[CH:32][C:33]2[C:10]([O:11][C:24](=[O:23])[C:25]=2[CH:2]=1)=[O:9]. Procedure: To the solvents of 60 g ethanol and 30 g PGMEA, 33.33 g TEOS, 5.71 g VTEOS and 2.40 g PTEOS monomers were individually added. While stirring a mixture of 1.13 g 0.1N nitric acid and 18.92 g water was poured, the reaction mixture was heated to reflux at 81° C. for 4 hours before cooling down. 8.84 g butanol was added to the reaction mixture and stirred at room temperature overnight. The resulting polymer was measured to have a molecular weight of Mn=1121 amu, Mw=1723 amu analyzed using the same G... The reactants are O (water), Cl (HCl), C(C)OC(=O)C1CCC=2N(CC1)C(C1=C(N2)SC2=C1CCC(=C2SCCC)C=O)=O (3-Formyl-1,2,7,8,9,10, 11,13-octahydro-13-oxo-4-(propylthio)-[1]benzothieno [2′,3′: 4,5]pyrimido[1,2-a]azepine-9-carboxylic acid ethyl ester), [OH-].[K+] (KOH). The solvent is CO (MeOH), CO (MeOH). Reaction conditions: time 2 hour. Product: COC(=O)C1CCC=2N(CC1)C(C1=C(N2)SC2=C1CCC(=C2SCCC)C=O)=O (3-Formyl-1,2,7,8,9,10,11,13-octahydro-13-oxo-4-(propylthio)-[l]benzothieno[2′,3′: 4,5] pyrimido[1,2-a]azepine-9-carboxylic acid methyl ester), compound 24. As a reaction SMILES: [CH2:1]([O:3][C:4]([CH:6]1[CH2:12][CH2:11][N:10]2[C:13](=[O:30])[C:14]3[C:19]4[CH2:20][CH2:21][C:22]([CH:28]=[O:29])=[C:23]([S:24][CH2:25][CH2:26][CH3:27])[C:18]=4[S:17][C:15]=3[N:16]=[C:9]2[CH2:8][CH2:7]1)=[O:5])C.[OH-].[K+].O.Cl>CO>[CH3:1][O:3][C:4]([CH:6]1[CH2:12][CH2:11][N:10]2[C:13](=[O:30])[C:14]3[C:19]4[CH2:20][CH2:21][C:22]([CH:28]=[O:29])=[C:23]([S:24][CH2:25][CH2:26][CH3:27])[C:18]=4[S:17][C:15]=3[N:16]=[C:9]2[CH2:8][CH2:7]1)=[O:5] |f:1.2|. Procedure: Compound 22 80.37 mmol) was dissolved into MeOH (10 ml), and KOH (0.98 mmol) in MeOH (5 ml) was added. The reaction mixture was stirred for 2 hours in room temperature. The reaction mixture was poured into water, acidified with HCl and extracted with CH2Cl2. Organic layer was washed with brine and dried with Na2SO4. After filtration the solvent was evaporated. Purification by flash chromatography using CH2Cl2-EtOAc 9:1 as an eluent afforded compound 23 as a major product and compound 24 as a min... Reactants: C(C)(C)(C)OC(NC=1C=NC(=CC1C=1C(=NC=CC1)C)Cl)=O ((6′-chloro-2-methyl-[3,4′]bipyridinyl-3′-yl)-carbamic acid tert-butyl ester), [H-].[Na+] (sodium hydride), CI (methyl iodide). The solvent is CN(C)C=O (DMF). Reaction conditions: time 1 hour. Yields the product C(C)(C)(C)OC(N(C)C=1C=NC(=CC1C=1C(=NC=CC1)C)Cl)=O ((6′-Chloro-2-methyl-[3,4′]bipyridinyl-3′-yl)-methyl-carbamic acid tert-butyl ester). The yield is 83.9%. As a reaction SMILES: [C:1]([O:5][C:6](=[O:22])[NH:7][C:8]1[CH:9]=[N:10][C:11]([Cl:21])=[CH:12][C:13]=1[C:14]1[C:15]([CH3:20])=[N:16][CH:17]=[CH:18][CH:19]=1)([CH3:4])([CH3:3])[CH3:2].[H-].[Na+].[CH3:25]I>CN(C=O)C>[C:1]([O:5][C:6](=[O:22])[N:7]([C:8]1[CH:9]=[N:10][C:11]([Cl:21])=[CH:12][C:13]=1[C:14]1[C:15]([CH3:20])=[N:16][CH:17]=[CH:18][CH:19]=1)[CH3:25])([CH3:4])([CH3:2])[CH3:3] |f:1.2|. Reported procedure: To a solution of 0.16 g (0.50 mmol) (6′-chloro-2-methyl-[3,4′]bipyridinyl-3′-yl)-carbamic acid tert-butyl ester in 5 ml DMF were added 25 mg (0.50 mmol) sodium hydride (50% suspension in mineral oil) under nitrogen at room temperature. After stirring for 30 min 0.034 ml (0.52 mmol) methyl iodide were added. The reaction mixture was stirred for 1 h. Quenching with water was followed by extraction with three portions of dichloromethane. The combined organic layers were washed with water. The combi...